This data is from the Open Reaction Database (ORD), a public repository of structured organic reaction records. The task is: describe an organic reaction: reactants, conditions, products, and yield The reactants are OCC1C=CC(n2ccc3c(NC4CCc5ccccc54)ncnc32)C1, NS(=O)(=O)Cl, c1ccncc1. Yields the product NS(=O)(=O)OCC1C=CC(n2ccc3c(NC4CCc5ccccc54)ncnc32)C1. As a reaction SMILES: [CH:1]1([NH:10][c:11]2[c:12]3[c:13]([n:14][cH:15][n:16]2)[n:17]([CH:20]2[CH:21]=[CH:22][CH:23]([CH2:25][OH:26])[CH2:24]2)[cH:18][cH:19]3)[CH2:2][CH2:3][c:4]2[cH:5][cH:6][cH:7][cH:8][c:9]21.[Cl:33][S:34](=[O:35])(=[O:36])[NH2:37].[cH:27]1[cH:28][cH:29][n:30][cH:31][cH:32]1>>[CH:1]1([NH:10][c:11]2[c:12]3[c:13]([n:14][cH:15][n:16]2)[n:17]([CH:20]2[CH:21]=[CH:22][CH:23]([CH2:25][O:26][S:34](=[O:35])(=[O:36])[NH2:37])[CH2:24]2)[cH:18][cH:19]3)[CH2:2][CH2:3][c:4]2[cH:5][cH:6][cH:7][cH:8][c:9]21. Starting materials: ClC1=CC=C(O[C@H]2[C@@H](CN(CC2)C)C2=CC=CC=C2)C=C1 (trans-4-(4-chlorophenoxy)-1-methyl-3-phenylpiperidine), C([O-])([O-])=O.[K+].[K+] (potassium carbonate), ClC(=O)OCC (ethyl chloroformate). Solvent: C1=CC=CC=C1 (benzene). Run at time 64 hour. The product is ClC1=CC=C(O[C@H]2[C@@H](CN(CC2)C(=O)OCC)C2=CC=CC=C2)C=C1 (trans-4-(4-chlorophenoxy)-1-ethoxycarbonyl-3-phenylpiperidine). As a reaction SMILES: [Cl:1][C:2]1[CH:21]=[CH:20][C:5]([O:6][C@@H:7]2[CH2:12][CH2:11][N:10](C)[CH2:9][C@H:8]2[C:14]2[CH:19]=[CH:18][CH:17]=[CH:16][CH:15]=2)=[CH:4][CH:3]=1.C(=O)([O-])[O-].[K+].[K+].Cl[C:29]([O:31][CH2:32][CH3:33])=[O:30]>C1C=CC=CC=1>[Cl:1][C:2]1[CH:3]=[CH:4][C:5]([O:6][C@@H:7]2[CH2:12][CH2:11][N:10]([C:29]([O:31][CH2:32][CH3:33])=[O:30])[CH2:9][C@H:8]2[C:14]2[CH:19]=[CH:18][CH:17]=[CH:16][CH:15]=2)=[CH:20][CH:21]=1 |f:1.2.3|. Procedure: A mixture of 10.26 g of trans-4-(4-chlorophenoxy)-1-methyl-3-phenylpiperidine of Example 26, 7.05 g of anhydrous potassium carbonate, 75 ml of dry benzene and 5.53 g of ethyl chloroformate is refluxed for 18 hours under nitrogen. The mixture is then partitioned between distilled water and hexane. The organic phase is washed with water, the combined aqueous extracts are extracted with hexane, the combined organic extracts are washed with saturated aqueous NaCl solution, dried over anhydrous MgSO4... Reactants: CS(=O)(=O)C=1C=C(C=CC1)C1=CC(=NC(=N1)OC)NCCC1=CC=C(C=C1)OC ([6-(3-Methanesulfonyl-phenyl)-2-methoxy-pyrimidin-4-yl]-[2-(4-methoxy-phenyl)-ethyl]-amine), 3-{6-[2-(2,4-dichloro-phenyl)-ethylamino]-2-methoxy-pyrimidin-4-yl-phenoxy)-N-hydroxy-acetamidine, ClC1=C(C=CC(=C1)Cl)CCNC1=CC(=NC(=N1)OC)C=1C=C(OCC#N)C=CC1 ((3-{6-[2-(2,4-dichloro-phenyl)-ethylamino]-2-methoxy-pyrimidin-4-yl}-phenoxy)-acetonitrile), ClC1=C(C(=CC=C1)F)CCNC1=CC(=NC(=N1)OC)C=1C=C(OCC(=N)NO)C=CC1 (2-(3-{6-[2-(2-chloro-6-fluoro-phenyl)-ethylamino]-2-methoxy-pyrimidin-4-yl}-phenoxy)-N-hydroxy-acetamidine), ( ii ), ( iii ). Yields the product Cl.ClC1=C(C(=CC=C1)F)CCNC1=CC(=NC(=N1)OC)C=1C=C(OCC2=NOC(N2)=O)C=CC1 (3-(3-{6-[2-(2-Chloro-6-fluoro-phenyl)-ethylamino]-2-methoxy-pyrimidin-4-yl}-phenoxymethyl)-4H-[1,2,4]oxadiazol-5-one hydrochloride). RXN SMILES: CS(C1C=C(C2N=[C:15]([O:17]C)N=C(NCCC3C=CC(OC)=CC=3)C=2)C=CC=1)(=O)=O.[Cl:30]C1C=C(Cl)C=CC=1CCNC1N=C(OC)N=C(C2C=C(C=CC=2)OCC#N)C=1.[Cl:59][C:60]1[CH:65]=[CH:64][CH:63]=[C:62]([F:66])[C:61]=1[CH2:67][CH2:68][NH:69][C:70]1[N:75]=[C:74]([O:76][CH3:77])[N:73]=[C:72]([C:78]2[CH:79]=[C:80]([CH:87]=[CH:88][CH:89]=2)[O:81][CH2:82][C:83]([NH:85][OH:86])=[NH:84])[CH:71]=1>>[ClH:30].[Cl:59][C:60]1[CH:65]=[CH:64][CH:63]=[C:62]([F:66])[C:61]=1[CH2:67][CH2:68][NH:69][C:70]1[N:75]=[C:74]([O:76][CH3:77])[N:73]=[C:72]([C:78]2[CH:79]=[C:80]([CH:87]=[CH:88][CH:89]=2)[O:81][CH2:82][C:83]2[NH:84][C:15](=[O:17])[O:86][N:85]=2)[CH:71]=1 |f:3.4|. Procedure: By proceeding in a similar manner to Example 34(a) above but: (i) substituting (3-{6-[2-(2-chloro-6-fluoro-phenyl)-ethylamino]-2-methoxy-pyrimidin-4-yl}-phenoxy)-acetonitrile [164 mg, Example 22(f)] for (3-{6-[2-(2,4-dichloro-phenyl)-ethylamino]-2-methoxy-pyrimidin-4-yl}-phenoxy)-acetonitrile there is prepared 2-(3-{6-[2-(2-chloro-6-fluoro-phenyl)-ethylamino]-2-methoxy-pyrimidin-4-yl}-phenoxy)-N-hydroxy-acetamidine (166 mg, 94%), (ii) substituting 2-(3-{6-[2-(2-chloro-6-fluoro-phenyl)-ethylamino... The reactants are CCN(C(C)C)C(C)C (DIEA), BrC1=CC=CC(=N1)C(C(=O)[O-])N1CCOCC1.[K+] (Potassium (6-bromopyridin-2-yl)(morpholin-4-yl)acetate), Cl.CN (methylamine hydrochloride), C=1C=CC2=C(C1)N=NN2O (HOBT), C(CCl)Cl (EDC). Solvent: O (water), CN(C)C=O (DMF). The product is BrC1=CC=CC(=N1)C(C(=O)NC)N1CCOCC1 (2-(6-Bromopyridin-2-yl)-N-methyl-2-morpholin-4-ylacetamide). Reaction SMILES: [Br:1][C:2]1[N:7]=[C:6]([CH:8]([N:12]2[CH2:17][CH2:16][O:15][CH2:14][CH2:13]2)[C:9]([O-:11])=O)[CH:5]=[CH:4][CH:3]=1.[K+].C1C=CC2N(O)N=[N:25][C:23]=2C=1.C(Cl)CCl.Cl.CN.CCN(C(C)C)C(C)C>CN(C=O)C.O>[Br:1][C:2]1[N:7]=[C:6]([CH:8]([N:12]2[CH2:17][CH2:16][O:15][CH2:14][CH2:13]2)[C:9]([NH:25][CH3:23])=[O:11])[CH:5]=[CH:4][CH:3]=1 |f:0.1,4.5|. Reported procedure: Potassium (6-bromopyridin-2-yl)(morpholin-4-yl)acetate (533 mg, 1.57 mmol), HOBT (361 mg, 2.36 mmol), EDC (452 mg, 2.36 mmol), and methylamine hydrochloride (318 mg, 4.71 mmol) were taken up in DMF (5.0 mL) and DIEA (0.41 mL, 2.36 mmol) was added. The reaction was maintained at room temperature overnight, then diluted with water, and extracted with 5:1 CH2Cl2:MeOH (2×). The combined organic layers were dried over MgSO4, filtered, and evaporated. Silica gel chromatography (0-10% MeOH/CH2Cl2) yiel...